This data is from the Open Reaction Database (ORD), a public repository of structured organic reaction records. The task is: describe an organic reaction: reactants, conditions, products, and yield Reactants: CC1=CC=CC2=C1N1C(S2)=NC(=C1)CO (5-methyl imidazo[2,1-b]-benzthiazole-2-methanol), aldehyde. Run in O=[Mn]=O (MnO2), C(Cl)Cl.CN(C)C=O (methylene chloride DMF). The product is C(=O)C=1N=C2SC3=C(N2C1)C(=CC=C3)C (2-Formyl-5-methylimidazo[2,1-b]-benzthiazole). RXN SMILES: [CH3:1][C:2]1[C:7]2[N:8]3[CH:13]=[C:12]([CH2:14][OH:15])[N:11]=[C:9]3[S:10][C:6]=2[CH:5]=[CH:4][CH:3]=1>C(Cl)Cl.CN(C=O)C.O=[Mn]=O>[CH:14]([C:12]1[N:11]=[C:9]2[N:8]([CH:13]=1)[C:7]1[C:2]([CH3:1])=[CH:3][CH:4]=[CH:5][C:6]=1[S:10]2)=[O:15] |f:1.2|. Procedure: 2-Formyl-5-methylimidazo[2,1-b]-benzthiazole was prepared according to the procedure outlined in Example 1, (Step 3). Starting from 5-methyl imidazo[2,1-b]-benzthiazole-2-methanol (2.0 g 9.1 mmol) in methylene chloride/DMF (300 mL: 50 mL) and active MnO2 (12 g, excess), 700 mg (35% Yield) of the aldehyde derivative was isolated as brown solid. (M+H) 217. Reactants: [Al+3].[Cl-].[Cl-].[Cl-] (AlCl3), CC=1C=C(C=C(C1)C)S (3,5-dimethylbenzenethiol), C(C(=O)Cl)(=O)Cl (oxalyl chloride). Run in C(Cl)Cl (CH2Cl2). Yields the product CC1=CC(=CC=2SC(C(C21)=O)=O)C (4,6-dimethyl-benzo[b]thiophene-2,3-dione). The yield is 36.1%. Reaction SMILES: [Al+3].[Cl-].[Cl-].[Cl-].[CH3:5][C:6]1[CH:7]=[C:8]([SH:13])[CH:9]=[C:10]([CH3:12])[CH:11]=1.[C:14](Cl)(=[O:18])[C:15](Cl)=[O:16]>C(Cl)Cl>[CH3:12][C:10]1[C:9]2[C:15](=[O:16])[C:14](=[O:18])[S:13][C:8]=2[CH:7]=[C:6]([CH3:5])[CH:11]=1 |f:0.1.2.3|. Procedure: To a solution of AlCl3(0.4 g, 3.6 mmol) in CH2Cl2 (4 mL) at −20° C. under nitrogen are added 3,5-dimethylbenzenethiol (1 g, 7.2 mmol) and oxalyl chloride (0.6 mL, 7.2 mmol) respectively. The solution is warmed to room temperature for 1 hour and is heated to 120° C. in a microwave reactor for 15 minutes. The solution is cooled and is poured into crushed ice. The solution is extracted with CH2Cl2 and the organic layer is collected. The solution is dried with MgSO4 and is filtered. The filtrate is ... Reactants: COC=1C=C(C=CC1OC)C(CC1=CC=CC=C1)N (α-(3.4-dimethoxyphenyl)benzeneethanamine), ClC1=NC=C(C=C1)[C@H]1OC1 ((R)-(2-chloropyrid-5-yl)oxirane). Solvent: CO (methanol). The product is COC=1C=C(C=CC1OC)C(CC1=CC=CC=C1)NC[C@@H](C=1C=CC(=NC1)Cl)O ((R)-N-[1-(3,4-Dimethoxyphenyl)-2-phenylethyl]-2-hydroxy-2-(2-chloropyrid-5-yl)-ethylamine). As a reaction SMILES: [CH3:1][O:2][C:3]1[CH:4]=[C:5]([CH:11]([NH2:19])[CH2:12][C:13]2[CH:18]=[CH:17][CH:16]=[CH:15][CH:14]=2)[CH:6]=[CH:7][C:8]=1[O:9][CH3:10].[Cl:20][C:21]1[CH:26]=[CH:25][C:24]([C@@H:27]2[CH2:29][O:28]2)=[CH:23][N:22]=1>CO>[CH3:1][O:2][C:3]1[CH:4]=[C:5]([CH:11]([NH:19][CH2:29][C@H:27]([OH:28])[C:24]2[CH:25]=[CH:26][C:21]([Cl:20])=[N:22][CH:23]=2)[CH2:12][C:13]2[CH:14]=[CH:15][CH:16]=[CH:17][CH:18]=2)[CH:6]=[CH:7][C:8]=1[O:9][CH3:10]. Procedure details: A solution of α-(3.4-dimethoxyphenyl)benzeneethanamine (257 mg, 1 mmol, 2 eq) and (R)-(2-chloropyrid-5-yl)oxirane (Example 3, 77 mg, 0.5 mmol) in dry methanol in a gas tight vessel was heated at reflux in an oil bath overnight. The reaction was cooled to room temperature and then the solvent was stripped under vacuum. The yellow residue was purified by flash chromatography on silica gel (eluent: ethylacetate: hexanes:9:1) to give the adduct as a white solid. 1H NMR (400 MHz, CDCl3)δ 8.20 (m, 1H)... Product: Nc1ccc(-c2nc(N3CC4CC3CO4)c3cnn(CC(F)(F)F)c3n2)cc1. As a reaction SMILES: [CH3:36][CH2:37][O:38][C:39](=[O:40])[CH3:41].[N+:1]([O-:2])(=[O:3])[c:4]1[cH:5][cH:6][c:7](-[c:10]2[n:11][c:12]([N:24]3[CH:25]4[CH2:26][O:27][CH:28]([CH2:29]3)[CH2:30]4)[c:13]3[c:14]([n:15]2)[n:16]([CH2:19][C:20]([F:21])([F:22])[F:23])[n:17][cH:18]3)[cH:8][cH:9]1.[O:31]1[CH2:32][CH2:33][CH2:34][CH2:35]1>>[NH2:1][c:4]1[cH:5][cH:6][c:7](-[c:10]2[n:11][c:12]([N:24]3[CH:25]4[CH2:26][O:27][CH:28]([CH2:29]3)[CH2:30]4)[c:13]3[c:14]([n:15]2)[n:16]([CH2:19][C:20]([F:21])([F:22])[F:23])[n:17][cH:18]3)[cH:8][cH:9]1. Reactants: CCOC(C)=O, O=[N+]([O-])c1ccc(-c2nc(N3CC4CC3CO4)c3cnn(CC(F)(F)F)c3n2)cc1, C1CCOC1. The reactants are N (ammonia), NC=1C=C(C(=O)N)C=C(C1)C (3-Amino-5-methylbenzamide), FC=1C=C(C(=O)O)C=C(C1)[N+](=O)[O-] (3-fluoro-5-nitrobenzoic acid), acid chloride. Yields the product NC=1C=C(C(=O)N)C=C(C1)F (3-Amino-5-fluorobenzamide). RXN SMILES: [NH2:1][C:2]1[CH:3]=[C:4]([CH:8]=[C:9](C)[CH:10]=1)[C:5]([NH2:7])=[O:6].[F:12]C1C=C(C=C([N+]([O-])=O)C=1)C(O)=O.N>>[NH2:1][C:2]1[CH:3]=[C:4]([CH:8]=[C:9]([F:12])[CH:10]=1)[C:5]([NH2:7])=[O:6]. Reported procedure: Using a procedure analogous to that described for preparation of 89C, 3-fluoro-5-nitrobenzoic acid was converted to an acid chloride, reacted with aqueous ammonia, and hydrogenated to give 91A. 1H NMR (400 MHz, CD3OD) δ ppm 6.55 (dt, J=10.99, 2.20 Hz, 1H) 6.79 (m, 1H) 6.95 (t, J=1.54 Hz, 1H); LC/MS 155 (M+H). The reactants are C([O-])([O-])=O.[K+].[K+] (potassium carbonate), Cl (hydrogen chloride), BrCCOC1OCCCC1 (2-(2-bromoethoxy)tetrahydro-2H-pyran), C(C1=CC=CC=C1)OC=1C(=C(C(=C(C1)OCC1=CC=CC=C1)Br)CC1=NN(C(O1)=O)CCOC1OCCCC1)CC (5-[3,5-bis(benzyloxy)-6-bromo-2-ethylphenylmethyl]-3-(2-tetrahydropyran-2-yloxyethyl)-3H-1,3,4-oxadiazol-2-one). Run in CO (methanol), CN(C=O)C (N,N-dimethylformamide), CO (methanol). The product is C(C1=CC=CC=C1)OC=1C(=C(C(=C(C1)OCC1=CC=CC=C1)Br)CC1=NN(C(O1)=O)CCO)CC (5-[3,5-bis(benzyloxy)-6-bromo-2-ethylphenylmethyl]-3-(2-hydroxyethyl)-3H-1,3,4-oxadiazol-2-one). Isolated yield 75.0%. Reaction SMILES: C(=O)([O-])[O-].[K+].[K+].BrCCOC1CCCCO1.[CH2:17]([O:24][C:25]1[C:26]([CH2:56][CH3:57])=[C:27]([CH2:40][C:41]2[O:45][C:44](=[O:46])[N:43]([CH2:47][CH2:48][O:49]C3CCCCO3)[N:42]=2)[C:28]([Br:39])=[C:29]([O:31][CH2:32][C:33]2[CH:38]=[CH:37][CH:36]=[CH:35][CH:34]=2)[CH:30]=1)[C:18]1[CH:23]=[CH:22][CH:21]=[CH:20][CH:19]=1.Cl>CO.CN(C)C=O>[CH2:17]([O:24][C:25]1[C:26]([CH2:56][CH3:57])=[C:27]([CH2:40][C:41]2[O:45][C:44](=[O:46])[N:43]([CH2:47][CH2:48][OH:49])[N:42]=2)[C:28]([Br:39])=[C:29]([O:31][CH2:32][C:33]2[CH:38]=[CH:37][CH:36]=[CH:35][CH:34]=2)[CH:30]=1)[C:18]1[CH:19]=[CH:20][CH:21]=[CH:22][CH:23]=1 |f:0.1.2|. Procedure: In the same manner as in the step 1 in Example 317, a crude product of 5-[3,5-bis(benzyloxy)-6-bromo-2-ethylphenylmethyl]-3-(2-tetrahydropyran-2-yloxyethyl)-3H-1,3,4-oxadiazol-2-one was obtained from 5-[3,5-bis(benzyloxy)-6-bromo-2-ethylphenylmethyl]-3H-1,3,4-oxadiazol-2-one (1.1 g, 2.1 mmol) obtained in the above, using potassium carbonate (740 mg, 5.4 mmol), 2-(2-bromoethoxy)tetrahydro-2H-pyran (0.49 mL, 3.2 mmol) and N,N-dimethylformamide (15 mL). Thus obtained, 5-[3,5-bis(benzyloxy)-6-bromo-... Starting materials: C1(=CC=C(C2=CC=CC=C12)C(=O)Cl)C(=O)Cl (naphthalene-1,4-dicarboxylic acid dichloride), C(C=C)(=O)OCC (ethyl acrylate), C(CCC)N(CCCC)CCCC (tri-n-butylamine). Reagents/catalysts: C(C)(=O)[O-].[Pd+2].C(C)(=O)[O-] (palladium acetate). Run in CC=1C=CC(=CC1)C (p-xylene). Product: C(C)OC(=O)C=CC1=CC=C(C2=CC=CC=C12)C=CC(=O)OCC (1,4-Bis-(2-ethoxycarbonyl-vinyl)-naphthalene). RXN SMILES: [C:1]1([C:14](Cl)=O)[C:10]2[C:5](=[CH:6][CH:7]=[CH:8][CH:9]=2)[C:4]([C:11](Cl)=O)=[CH:3][CH:2]=1.[C:17]([O:21][CH2:22][CH3:23])(=[O:20])[CH:18]=C.C(N(CC[CH2:35][CH3:36])CCCC)CCC>CC1C=CC(C)=CC=1.C([O-])(=O)C.[Pd+2].C([O-])(=O)C>[CH2:22]([O:21][C:17]([CH:18]=[CH:11][C:4]1[C:5]2[C:10](=[CH:9][CH:8]=[CH:7][CH:6]=2)[C:1]([CH:14]=[CH:18][C:17]([O:21][CH2:35][CH3:36])=[O:20])=[CH:2][CH:3]=1)=[O:20])[CH3:23] |f:4.5.6|. Procedure details: 0.0561 g (0.25 millimol) of palladium acetate, 3.16 g (12.5 millimols) of naphthalene-1,4-dicarboxylic acid dichloride, 3.12 g (31.25 millimols) of ethyl acrylate and 4.63 g (25 millimols) of tri-n-butylamine in 150 ml of p-xylene are stirred for 2 hours at 120° C. The crude product is chromatographed on silica gel in methylene chloride, and then recrystallised from cyclohexane. 2.31 g (57% of theory) of pale yellow crystals, of melting point 90°-91° C., are obtained. Analysis for C20H20O4 : cal... The reactants are C(#N)CC(=O)NCC (2-cyano-N-ethyl-acetamide), N1CCCCC1 (piperdine), CC(C(=O)C1=CN(C2=NC=C(N=C21)NC2=CC=C(C=O)C=C2)COCC[Si](C)(C)C)(C)C (4-[[7-(2,2-dimethylpropanoyl)-5-(2-trimethylsilylethoxymethyl)-pyrrolo[2,3-b]pyrazin-2-yl]amino]benzaldehyde). Solvent: CO (methanol). Conditions: time 5 hour. The product is C(#N)C(C(=O)NCC)=CC1=CC=C(C=C1)NC=1N=C2C(=NC1)N(C=C2C(C(C)(C)C)=O)COCC[Si](C)(C)C (2-cyano-3-[4-[[7-(2,2-dimethylpropanoyl)-5-(2-trimethylsilylethoxymethyl)pyrrolo[2,3-b]pyrazin-2-yl]amino]phenyl]-N-ethyl-prop-2-enamide). The yield is 96.7%. Reaction SMILES: [CH3:1][C:2]([CH3:32])([CH3:31])[C:3]([C:5]1[C:13]2[C:8](=[N:9][CH:10]=[C:11]([NH:14][C:15]3[CH:22]=[CH:21][C:18]([CH:19]=O)=[CH:17][CH:16]=3)[N:12]=2)[N:7]([CH2:23][O:24][CH2:25][CH2:26][Si:27]([CH3:30])([CH3:29])[CH3:28])[CH:6]=1)=[O:4].[C:33]([CH2:35][C:36]([NH:38][CH2:39][CH3:40])=[O:37])#[N:34].N1CCCCC1>CO>[C:33]([C:35](=[CH:19][C:18]1[CH:21]=[CH:22][C:15]([NH:14][C:11]2[N:12]=[C:13]3[C:5]([C:3](=[O:4])[C:2]([CH3:32])([CH3:1])[CH3:31])=[CH:6][N:7]([CH2:23][O:24][CH2:25][CH2:26][Si:27]([CH3:30])([CH3:29])[CH3:28])[C:8]3=[N:9][CH:10]=2)=[CH:16][CH:17]=1)[C:36]([NH:38][CH2:39][CH3:40])=[O:37])#[N:34]. Procedure details: To a 20 ml vial 4-[[7-(2,2-dimethylpropanoyl)-5-(2-trimethylsilylethoxymethyl)-pyrrolo[2,3-b]pyrazin-2-yl]amino]benzaldehyde (30 mg, 0.070 mmol) was dissolved in methanol (5 ml) and 2-cyano-N-ethyl-acetamide (11.38 mg, 0.1000 mmol) and piperdine (0.01 ml, 0.1300 mmol) were added. The reaction mixture was stirred at room temperature for 5 hr. The solvent was evaporated, the residue was loaded on a silica gel column and eluted with CH2Cl2 to MeOH 0-2, 3% to yield 37 mg of 2-cyano-3-[4-[[7-(2,2-dim...